This data is from the Open Reaction Database (ORD), a public repository of structured organic reaction records. The task is: describe an organic reaction: reactants, conditions, products, and yield The reactants are N#CCBr, O=C([O-])[O-], CCOC(C)=O, CC1CN(C(=O)COc2ccc(Cl)cc2O)C(C)CN1Cc1ccc(F)cc1, [Cs+], [Cs+], C1COCCO1. Product: CC1CN(C(=O)COc2ccc(Cl)cc2OCC#N)C(C)CN1Cc1ccc(F)cc1. RXN SMILES: [Br:35][CH2:36][C:37]#[N:38].[C:29](=[O:30])([O-:31])[O-:32].[CH3:45][CH2:46][O:47][C:48](=[O:49])[CH3:50].[Cl:1][c:2]1[cH:3][c:4]([OH:28])[c:5]([O:6][CH2:7][C:8](=[O:9])[N:10]2[CH:11]([CH3:25])[CH2:12][N:13]([CH2:17][c:18]3[cH:19][cH:20][c:21]([F:24])[cH:22][cH:23]3)[CH:14]([CH3:16])[CH2:15]2)[cH:26][cH:27]1.[Cs+:33].[Cs+:34].[O:39]1[CH2:40][CH2:41][O:42][CH2:43][CH2:44]1>>[Cl:1][c:2]1[cH:3][c:4]([O:28][CH2:36][C:37]#[N:38])[c:5]([O:6][CH2:7][C:8](=[O:9])[N:10]2[CH:11]([CH3:25])[CH2:12][N:13]([CH2:17][c:18]3[cH:19][cH:20][c:21]([F:24])[cH:22][cH:23]3)[CH:14]([CH3:16])[CH2:15]2)[cH:26][cH:27]1. The reactants are C1(CC1)C1=NC(=NO1)C=1CCN(CC1)CCCC(O)C1=CC=C(C=C1)F (4-(5-cyclopropyl-1,2,4-oxadiazol- 3-yl)-3,6-dihydro-α-(p-fluorophenyl)-1(2H)-pyridinebutanol), [Cr](=O)(=O)(O)O (chromic acid), O (water), C([O-])(O)=O.[Na+] (sodium bicarbonate). Reagents/catalysts: CO (methanol). Solvent: C(C)(=O)O (acetic acid), C(C)(=O)O (acetic acid). Run at time 2 hour. The product is C1(CC1)C1=NC(=NO1)C=1CCN(CC1)CCCC(=O)C1=CC=C(C=C1)F (4-[4-(5-Cyclopropyl-1,2,4-oxadiazol-3-yl)- 3,6-dihydro-1(2H)-pyridyl]-4'-fluoro-butyrophenone). Reaction SMILES: [CH:1]1([C:4]2[O:8][N:7]=[C:6]([C:9]3[CH2:10][CH2:11][N:12]([CH2:15][CH2:16][CH2:17][CH:18]([C:20]4[CH:25]=[CH:24][C:23]([F:26])=[CH:22][CH:21]=4)[OH:19])[CH2:13][CH:14]=3)[N:5]=2)[CH2:3][CH2:2]1.[Cr](O)(O)(=O)=O.O.C(=O)(O)[O-].[Na+]>C(O)(=O)C.CO>[CH:1]1([C:4]2[O:8][N:7]=[C:6]([C:9]3[CH2:10][CH2:11][N:12]([CH2:15][CH2:16][CH2:17][C:18]([C:20]4[CH:25]=[CH:24][C:23]([F:26])=[CH:22][CH:21]=4)=[O:19])[CH2:13][CH:14]=3)[N:5]=2)[CH2:2][CH2:3]1 |f:3.4|. Procedure: A 0.36 g. portion of 4-(5-cyclopropyl-1,2,4-oxadiazol- 3-yl)-3,6-dihydro-α-(p-fluorophenyl)-1(2H)-pyridinebutanol, prepared as described in Example 11, in 10 ml. of acetic acid is stirred at room temperature. A 6 ml. portion of chromic acid in acetic acid solution is added dropwise. The mixture is stirred for 2 hours and then allowed to stand overnight. A few drops of methanol and some water is added and the solution is neutralized with solid sodium bicarbonate. The mixture is extracted 3 times ...